Dataset: the Open Reaction Database (ORD), a public repository of structured organic reaction records. Task: describe an organic reaction: reactants, conditions, products, and yield Reported procedure: The title compound was synthesized according to the procedure described in example 1 using 2,6-dichloro-quinoline-5-carboxylic acid (4,4-difluoro-cyclohexylmethyl)-amide, and 3-amino-propan-1-ol. 1H NMR (400 MHz, DMSO-d6): δ 8.70 (t, J=5.81 Hz, 1H), 7.59 (d, J=9.12 Hz, 1H), 7.47-7.50 (m, 2H), 7.24 (t, J=5.41 Hz, 1H), 6.82 (d, J=9.21 Hz, 1H), 4.58-4.60 (m, 1H), 3.46-3.51 (m, 2H), 3.39-3.44 (m, 2H), 3.20-3.23 (m, 2H), 2.00-2.03 (m, 2H), 1.82-1.85 (m, 3H), 1.68-1.76 (m, 4H), 1.22-1.31 (m, 2H). m/z:... Reactants: FC1(CCC(CC1)CNC(=O)C=1C=2C=CC(=NC2C=CC1Cl)Cl)F (2,6-dichloro-quinoline-5-carboxylic acid (4,4-difluoro-cyclohexylmethyl)-amide), NCCCO (3-amino-propan-1-ol). Reaction SMILES: [F:1][C:2]1([F:24])[CH2:7][CH2:6][CH:5]([CH2:8][NH:9][C:10]([C:12]2[C:13]3[CH:14]=[CH:15][C:16](Cl)=[N:17][C:18]=3[CH:19]=[CH:20][C:21]=2[Cl:22])=[O:11])[CH2:4][CH2:3]1.[NH2:25][CH2:26][CH2:27][CH2:28][OH:29]>>[F:1][C:2]1([F:24])[CH2:7][CH2:6][CH:5]([CH2:8][NH:9][C:10]([C:12]2[C:13]3[CH:14]=[CH:15][C:16]([NH:25][CH2:26][CH2:27][CH2:28][OH:29])=[N:17][C:18]=3[CH:19]=[CH:20][C:21]=2[Cl:22])=[O:11])[CH2:4][CH2:3]1. Yields the product FC1(CCC(CC1)CNC(=O)C=1C=2C=CC(=NC2C=CC1Cl)NCCCO)F (6-Chloro-2-(3-hydroxy-propylamino)-quinoline-5-carboxylic acid (4,4-difluoro-cyclo hexyl methyl)-amide). Starting materials: N1=CC=C(C=C1)C=1C=2CNC(C2C=C2C1C=1OCOC1C=C2)=O (8,9-dihydro-10-(4-pyridyl)-7H-1,3-benzodioxolo[4,5-f]isoindol-7-one), CI (methyl iodide). Solvent: CO (methanol). Product: [I-].O1COC2=C1C1=C(C=3CNC(C3C=C1C=C2)=O)C2=CC=[N+](C=C2)C (4-(8,9-Dihydro-7H-1,3-benzodioxolo[4,5-f]isoindol-7-on-10-yl)-1-methylpyridinium iodide). RXN SMILES: [N:1]1[CH:6]=[CH:5][C:4]([C:7]2[C:8]3[CH2:9][NH:10][C:11](=[O:23])[C:12]=3[CH:13]=[C:14]3[CH:22]=[CH:21][C:20]4[O:19][CH2:18][O:17][C:16]=4[C:15]=23)=[CH:3][CH:2]=1.[CH3:24][I:25]>CO>[I-:25].[O:17]1[C:16]2[C:15]3[C:14]([CH:22]=[CH:21][C:20]=2[O:19][CH2:18]1)=[CH:13][C:12]1[C:11](=[O:23])[NH:10][CH2:9][C:8]=1[C:7]=3[C:4]1[CH:5]=[CH:6][N+:1]([CH3:24])=[CH:2][CH:3]=1 |f:3.4|. Procedure: To a methanol (10 ml) solution of 8,9-dihydro-10-(4-pyridyl)-7H-1,3-benzodioxolo[4,5-f]isoindol-7-one (63 mg) was added methyl iodide (3 ml) and heated under reflux for 3 hours. The resultant precipitates were collected by suction and recrystallized from methanol-THF to give the entitled compound (51 mg) as yellow crystals. The reactants are [BH-](OC(=O)C)(OC(=O)C)OC(=O)C.[Na+] (NaBH(OAc)3), C(C)NC(=O)NC1=CC=C(C=C1)C=1N=C(C2=C(N1)CN(CC2)C)N2CCOCC2 (1-ethyl-3-(4-(7-methyl-4-morpholino-5,6,7,8-tetrahydropyrido[3,4-d]pyrimidin-2-yl)phenyl)urea), compound 1, OC1CCC(CC1)=O (4-hydroxycyclohexanone). Solvent: ClCCCl.CN(C)C=O (DCE DMF). Reaction conditions: temperature 75 celsius, time 20 minute. Yields the product C(C)NC(=O)NC1=CC=C(C=C1)C=1N=C(C2=C(N1)CN(CC2)C2CCC(CC2)O)N2CCOCC2 (1-ethyl-3-(4-(7-(4-hydroxy-cyclohexyl)-4-morpholino-5,6,7,8-tetrahydropyrido[3,4-d]pyrimidin-2-yl)phenyl)urea), C(C)NC(=O)NC1=CC=C(C=C1)C=1N=C(C2=C(N1)CN(CC2)C)N2CCOCC2 (1-ethyl-3-(4-(7-methyl-4-morpholino-5,6,7,8-tetrahydropyrido[3,4-d]pyrimidin-2-yl)phenyl)urea). Isolated yield 22.0%. Reaction SMILES: [CH2:1]([NH:3][C:4]([NH:6][C:7]1[CH:12]=[CH:11][C:10]([C:13]2[N:14]=[C:15]([N:24]3[CH2:29][CH2:28][O:27][CH2:26][CH2:25]3)[C:16]3[CH2:22][CH2:21][N:20]([CH3:23])[CH2:19][C:17]=3[N:18]=2)=[CH:9][CH:8]=1)=[O:5])[CH3:2].[OH:30][CH:31]1[CH2:36][CH2:35]C(=O)[CH2:33][CH2:32]1.[BH-](OC(C)=O)(OC(C)=O)OC(C)=O.[Na+]>ClCCCl.CN(C=O)C>[CH2:1]([NH:3][C:4]([NH:6][C:7]1[CH:8]=[CH:9][C:10]([C:13]2[N:14]=[C:15]([N:24]3[CH2:29][CH2:28][O:27][CH2:26][CH2:25]3)[C:16]3[CH2:22][CH2:21][N:20]([CH:23]4[CH2:35][CH2:36][CH:31]([OH:30])[CH2:32][CH2:33]4)[CH2:19][C:17]=3[N:18]=2)=[CH:11][CH:12]=1)=[O:5])[CH3:2].[CH2:1]([NH:3][C:4]([NH:6][C:7]1[CH:8]=[CH:9][C:10]([C:13]2[N:14]=[C:15]([N:24]3[CH2:29][CH2:28][O:27][CH2:26][CH2:25]3)[C:16]3[CH2:22][CH2:21][N:20]([CH3:23])[CH2:19][C:17]=3[N:18]=2)=[CH:11][CH:12]=1)=[O:5])[CH3:2] |f:2.3,4.5|. Procedure: and 1-ethyl-3-(4-(7-methyl-4-morpholino-5,6,7,8-tetrahydropyrido[3,4-d]pyrimidin-2-yl)phenyl)urea (yf): A mixture of compound 1 (200 mg, 0.52 mmol) and 4-hydroxycyclohexanone (97.9 mg, 0.85 mmol) in a mixed solvent of DCE/DMF (3:5, 10 mL) was stirred at 70-80° C. under N2 for 20 min. The solution was cooled down to 0° C. and NaBH(OAc)3 (366.5 mg, 1.75 mmol) was added and the mixture was stirred at 70-80° C. under N2 for 1 h. The solution was concentrated under high vacuum and the residue was dis... Reactants: CCc1nc2c(o1)C(=O)C=CC2=O, CCO, Nc1ccccc1. The product is CCc1nc2c(o1)C(=O)C=C(Nc1ccccc1)C2=O. Reaction SMILES: [CH2:1]([CH3:2])[c:3]1[o:4][c:5]2[c:6]([n:7]1)[C:8](=[O:13])[CH:9]=[CH:10][C:11]2=[O:12].[CH3:21][CH2:22][OH:23].[NH2:14][c:15]1[cH:16][cH:17][cH:18][cH:19][cH:20]1>>[CH2:1]([CH3:2])[c:3]1[o:4][c:5]2[c:6]([n:7]1)[C:8](=[O:13])[C:9]([NH:14][c:15]1[cH:16][cH:17][cH:18][cH:19][cH:20]1)=[CH:10][C:11]2=[O:12]. Starting materials: BrB(Br)Br, COc1ccc2c(c1)NCCC2, ClCCl, N#N. Yields the product Oc1ccc2c(c1)NCCC2. As a reaction SMILES: [B:15]([Br:16])([Br:17])[Br:18].[CH3:1][O:2][c:3]1[cH:4][cH:5][c:6]2[c:11]([cH:12]1)[NH:10][CH2:9][CH2:8][CH2:7]2.[Cl:19][CH2:20][Cl:21].[N:13]#[N:14]>>[OH:2][c:3]1[cH:4][cH:5][c:6]2[c:11]([cH:12]1)[NH:10][CH2:9][CH2:8][CH2:7]2. Starting materials: [N+](=O)([O-])C=1C=CC2=C(C(C(C(O2)(C)C)(O)C)N2C(C=CC=C2)=O)C1 (6-nitro-2,2,3-trimethyl-4-(2-oxo-1,2-dihydropyridin-1-yl)-3,4-dihydro-3-hydroxy-2H-1-benzopyran), [H-].[Na+] (sodium hydride), O (Water), C(C)(=O)OCC (ethyl acetate). Solvent: O1CCCC1 (tetrahydrofuran). The product is [N+](=O)([O-])C=1C=CC2=C(C(=C(C(O2)(C)C)C)N2C(C=CC=C2)=O)C1 (6-nitro-2,2,3-trimethyl-4-(2-oxo-1,2-dihydropyridin-1-yl)-2H-1-benzopyran). The yield is 48.5%. As a reaction SMILES: [N+:1]([C:4]1[CH:5]=[CH:6][C:7]2[O:12][C:11]([CH3:14])([CH3:13])[C:10]([CH3:16])(O)[CH:9]([N:17]3[CH:22]=[CH:21][CH:20]=[CH:19][C:18]3=[O:23])[C:8]=2[CH:24]=1)([O-:3])=[O:2].[H-].[Na+].O.C(OCC)(=O)C>O1CCCC1>[N+:1]([C:4]1[CH:5]=[CH:6][C:7]2[O:12][C:11]([CH3:14])([CH3:13])[C:10]([CH3:16])=[C:9]([N:17]3[CH:22]=[CH:21][CH:20]=[CH:19][C:18]3=[O:23])[C:8]=2[CH:24]=1)([O-:3])=[O:2] |f:1.2|. Procedure details: A solution of 6-nitro-2,2,3-trimethyl-4-(2-oxo-1,2-dihydropyridin-1-yl)-3,4-dihydro-3-hydroxy-2H-1-benzopyran (3.53 g, 0.0107 mol) in tetrahydrofuran (150 ml) was treated with sodium hydride (80%, 0.32 g). The mixture was heated at reflux for sixteen hours. Water and ethyl acetate were added to the cooled solution and the organic layer separated, dried and evaporated under reduced pressure to afford 1.62 g of 6-nitro-2,2,3-trimethyl-4-(2-oxo-1,2-dihydropyridin-1-yl)-2H-1-benzopyran, m.p. 200° C. Reactants: O=C([O-])[O-], Cc1cc(O)c(C)cc1N, CC#N, Cc1ccc(S(=O)(=O)c2nc(Cc3cccc(Cl)c3)ns2)cc1, [K+], [K+]. Yields the product Cc1cc(Oc2nc(Cc3cccc(Cl)c3)ns2)c(C)cc1N. RXN SMILES: [C:11](=[O:12])([O-:13])[O-:14].[CH3:1][c:2]1[c:3]([NH2:4])[cH:5][c:6]([CH3:10])[c:7]([OH:9])[cH:8]1.[CH3:40][C:41]#[N:42].[Cl:17][c:18]1[cH:19][c:20]([CH2:21][c:22]2[n:23][s:24][c:25]([S:27]([c:28]3[cH:29][cH:30][c:31]([CH3:32])[cH:33][cH:34]3)(=[O:35])=[O:36])[n:26]2)[cH:37][cH:38][cH:39]1.[K+:15].[K+:16]>>[CH3:1][c:2]1[c:3]([NH2:4])[cH:5][c:6]([CH3:10])[c:7]([O:9][c:25]2[s:24][n:23][c:22]([CH2:21][c:20]3[cH:19][c:18]([Cl:17])[cH:39][cH:38][cH:37]3)[n:26]2)[cH:8]1. Reactants: C[SiH](C)OC1(COS(C)(=O)=O)CC(C(C)(C)C)CN1C(=O)OCc1ccccc1, CCC(C)=O, [I-], [K+]. Product: C[SiH](C)OC1(CI)CC(C(C)(C)C)CN1C(=O)OCc1ccccc1. RXN SMILES: [CH2:1]([c:2]1[cH:3][cH:4][cH:5][cH:6][cH:7]1)[O:8][C:9](=[O:10])[N:11]1[C:12]([CH2:20][O:21][S:22]([CH3:23])(=[O:24])=[O:25])([O:26][SiH:27]([CH3:28])[CH3:29])[CH2:13][CH:14]([C:16]([CH3:17])([CH3:18])[CH3:19])[CH2:15]1.[CH3:32][C:33]([CH2:34][CH3:35])=[O:36].[I-:31].[K+:30]>>[CH2:1]([c:2]1[cH:3][cH:4][cH:5][cH:6][cH:7]1)[O:8][C:9](=[O:10])[N:11]1[C:12]([CH2:20][I:31])([O:26][SiH:27]([CH3:28])[CH3:29])[CH2:13][CH:14]([C:16]([CH3:17])([CH3:18])[CH3:19])[CH2:15]1. Reactants: CCC(Br)C(=O)OC(C)(C)C, N#Cc1ccc(NCC2CC2)cc1C#N. Yields the product CCC(C(=O)OC(C)(C)C)N(CC1CC1)c1ccc(C#N)c(C#N)c1. As a reaction SMILES: [Br:16][CH:17]([C:18](=[O:19])[O:20][C:21]([CH3:22])([CH3:23])[CH3:24])[CH2:25][CH3:26].[CH:1]1([CH2:4][NH:5][c:6]2[cH:7][c:8]([C:14]#[N:15])[c:9]([C:12]#[N:13])[cH:10][cH:11]2)[CH2:2][CH2:3]1>>[CH:1]1([CH2:4][N:5]([c:6]2[cH:7][c:8]([C:14]#[N:15])[c:9]([C:12]#[N:13])[cH:10][cH:11]2)[CH:17]([C:18](=[O:19])[O:20][C:21]([CH3:22])([CH3:23])[CH3:24])[CH2:25][CH3:26])[CH2:2][CH2:3]1. Reactants: BrCC(=O)NC1=NC=C(C=C1)Cl (2-bromo-N-(5-chloro-pyridin-2-yl)-acetamide), C(C)(C)N1CCC(CC1)NC(=O)C=1NC(=NC1)COCCOC (2-(2-Methoxy-ethoxymethyl)-3H-imidazole-4-carboxylic acid (1-isopropyl-piperidin-4-yl)-amide), BrCC(=O)NC1=NC=C(C=C1)Cl (2-Bromo-N-(5-chloro-pyridin-2-yl)-acetamide), COCCOCCO (2-(2-methoxy-ethoxy)-ethanol), [H-].[Na+] (sodium hydride). The solvent is COCCO (2-methoxy-ethanol), CN(C)C=O (DMF). Conditions: temperature 50 celsius, time 1 hour. Product: C(C)(C)N1CCC(CC1)NC(=O)C=1N(C(=NC1)COCCOC)CC(NC1=NC=C(C=C1)Cl)=O (3-[(5-Chloro-pyridin-2-ylcarbamoyl)-methyl]-2-(2-methoxy-ethoxymethyl)-3H-imidazole-4-carboxylic acid (1-isopropyl-piperidin-4-yl)-amide). Reaction SMILES: [CH:1]([N:4]1[CH2:9][CH2:8][CH:7]([NH:10][C:11]([C:13]2[NH:14][C:15]([CH2:18][O:19][CH2:20][CH2:21][O:22][CH3:23])=[N:16][CH:17]=2)=[O:12])[CH2:6][CH2:5]1)([CH3:3])[CH3:2].COCCOCCO.[H-].[Na+].Br[CH2:35][C:36]([NH:38][C:39]1[CH:44]=[CH:43][C:42]([Cl:45])=[CH:41][N:40]=1)=[O:37]>CN(C=O)C.COCCO>[CH:1]([N:4]1[CH2:5][CH2:6][CH:7]([NH:10][C:11]([C:13]2[N:14]([CH2:35][C:36](=[O:37])[NH:38][C:39]3[CH:44]=[CH:43][C:42]([Cl:45])=[CH:41][N:40]=3)[C:15]([CH2:18][O:19][CH2:20][CH2:21][O:22][CH3:23])=[N:16][CH:17]=2)=[O:12])[CH2:8][CH2:9]1)([CH3:3])[CH3:2] |f:2.3|. Procedure: To a solution of 49 mg of 2-(2-Methoxy-ethoxymethyl)-3H-imidazole-4-carboxylic acid (1-isopropyl-piperidin-4-yl)-amide [prepared by following the procedure from example 66 replacing 2-(2-methoxy-ethoxy)-ethanol by 2-methoxy-ethanol in step (i)] in DMF (3 mL) was added 17 mg of sodium hydride (60% in mineral oil). The mixture was stirred at 50° C. for 1 h and cooled to 30° C. 2-Bromo-N-(5-chloro-pyridin-2-yl)-acetamide (41 mg) was added and stirring was continued for 1.5 h. Another portion of 2-b...